From a dataset of the Open Reaction Database (ORD), a public repository of structured organic reaction records. describe an organic reaction: reactants, conditions, products, and yield Reactants: FC(CCC(C=O)C=1C=NC(=CC1)C1=CC=C(C=C1)C(F)(F)F)(F)F (5,5,5-trifluoro-2-[6-(4-trifluoromethyl-phenyl)-pyridin-3-yl]-pentanal), [Cl-].COC(=O)C1=CC=C(C[P+](C2=CC=CC=C2)(C2=CC=CC=C2)C2=CC=CC=C2)C=C1 ((4-Methoxycarbonyl-benzyl)-triphenyl-phosphonium chloride), ice water, ketone, CC(C)([O-])C.[K+] (potassium tert-butoxide). Solvent: C1(=CC=CC=C1)C (toluene), C1(=CC=CC=C1)C (toluene). Reaction conditions: time 1 hour. Yields the product COC(C1=CC=C(C=C1)\C=C\C(CCC(F)(F)F)C=1C=NC(=CC1)C1=CC=C(C=C1)C(F)(F)F)=O (trans 4-{6,6,6-Trifluoro-3-[6-(4-trifluoromethyl-phenyl)-pyridin-3-yl]-hex-1-enyl}-benzoic acid methyl ester). Isolated yield 41.0%. Reaction SMILES: [Cl-].[CH3:2][O:3][C:4]([C:6]1[CH:31]=[CH:30][C:9]([CH2:10][P+](C2C=CC=CC=2)(C2C=CC=CC=2)C2C=CC=CC=2)=[CH:8][CH:7]=1)=[O:5].CC(C)([O-])C.[K+].[F:38][C:39]([F:62])([F:61])[CH2:40][CH2:41][CH:42]([C:45]1[CH:46]=[N:47][C:48]([C:51]2[CH:56]=[CH:55][C:54]([C:57]([F:60])([F:59])[F:58])=[CH:53][CH:52]=2)=[CH:49][CH:50]=1)[CH:43]=O>C1(C)C=CC=CC=1>[CH3:2][O:3][C:4](=[O:5])[C:6]1[CH:7]=[CH:8][C:9](/[CH:10]=[CH:43]/[CH:42]([C:45]2[CH:46]=[N:47][C:48]([C:51]3[CH:56]=[CH:55][C:54]([C:57]([F:60])([F:58])[F:59])=[CH:53][CH:52]=3)=[CH:49][CH:50]=2)[CH2:41][CH2:40][C:39]([F:38])([F:62])[F:61])=[CH:30][CH:31]=1 |f:0.1,2.3|. Reported procedure: (4-Methoxycarbonyl-benzyl)-triphenyl-phosphonium chloride (6.7 g, 15 mmol) is suspended in anhydrous toluene (25 mL) and potassium tert-butoxide (1.7 g, 15 mmol) is added at room temperature in one portion. The mixture is allowed to stir under nitrogen for 1 h. Meanwhile, 5,5,5-trifluoro-2-[6-(4-trifluoromethyl-phenyl)-pyridin-3-yl]-pentanal (3.61 g, 10.0 mmol) is dissolved in another portion of the toluene (25 mL), and kept at room temperature. The mixture is then cooled to 0° C. with ice water... The reactants are C[C@@H]1CC[C@H](CC1)NC(C=CC1=CC(=C(C=C1)OCCCl)OC)=O (N-(trans-4-methylcyclohexyl)-4-(2-chloroethoxy)-3-methoxycinnamamide), O.N (ammonia water). Solvent: CC(=O)CC(C)C (methylisobutylketone). Product: C[C@@H]1CC[C@H](CC1)NC(C=CC1=CC(=C(C=C1)OCCN)OC)=O (N-(trans-4-methylcyclohexyl)-4-(2-aminoethoxy)-3-methoxycinnamamide). As a reaction SMILES: [CH3:1][C@H:2]1[CH2:7][CH2:6][C@H:5]([NH:8][C:9](=[O:24])[CH:10]=[CH:11][C:12]2[CH:17]=[CH:16][C:15]([O:18][CH2:19][CH2:20]Cl)=[C:14]([O:22][CH3:23])[CH:13]=2)[CH2:4][CH2:3]1.O.[NH3:26]>CC(CC(C)C)=O>[CH3:1][C@H:2]1[CH2:7][CH2:6][C@H:5]([NH:8][C:9](=[O:24])[CH:10]=[CH:11][C:12]2[CH:17]=[CH:16][C:15]([O:18][CH2:19][CH2:20][NH2:26])=[C:14]([O:22][CH3:23])[CH:13]=2)[CH2:4][CH2:3]1 |f:1.2|. Procedure details: Using 5 g of N-(trans-4-methylcyclohexyl)-4-(2-chloroethoxy)-3-methoxycinnamamide (Example 138), 100 ml of methylisobutylketone, and 200 ml of 28% ammonia water, a reaction similar to that conducted in Example 107 was carried out. The crystal procipitated was filtered out, yielding 0.9 g of N-(trans-4-methylcyclohexyl)-4-(2-aminoethoxy)-3-methoxycinnamamide (a compound of the present invention) as white crystal, which had the following physiochemical properties: Reactants: resultant residue, ClC1=C(C(=O)O)C=C(C(=C1)F)C1=NN(C(=C1C=O)C(F)(F)F)C (2-chloro-4-fluoro-5-[4-formyl-1-methyl-5-(trifluoromethyl)-1H-pyrazol-3-yl]benzoic acid), C(C(=O)Cl)(=O)Cl (oxalyl chloride), CN(C)C=O (DMF). The solvent is CC(C)O (2-propanol), C(Cl)Cl (methylene chloride). Reaction conditions: temperature 50 celsius, time 1 hour. The product is ClC1=C(C(=O)OC(C)C)C=C(C(=C1)F)C1=NN(C(=C1C=O)C(F)(F)F)C (2-Chloro-4-fluoro-5-[4-formyl-1-methyl-5-(trifluoromethyl)-1H-pyrazol-3-yl]benzoic acid, 1-methylethyl ester). Reaction SMILES: [Cl:1][C:2]1[CH:10]=[C:9]([F:11])[C:8]([C:12]2[C:16]([CH:17]=[O:18])=[C:15]([C:19]([F:22])([F:21])[F:20])[N:14]([CH3:23])[N:13]=2)=[CH:7][C:3]=1[C:4]([OH:6])=[O:5].[C:24](Cl)(=O)[C:25](Cl)=O.[CH3:30]N(C=O)C>C(Cl)Cl.CC(O)C>[Cl:1][C:2]1[CH:10]=[C:9]([F:11])[C:8]([C:12]2[C:16]([CH:17]=[O:18])=[C:15]([C:19]([F:20])([F:21])[F:22])[N:14]([CH3:23])[N:13]=2)=[CH:7][C:3]=1[C:4]([O:6][CH:24]([CH3:25])[CH3:30])=[O:5]. Reported procedure: To a slurry of 2.5 g of 2-chloro-4-fluoro-5-[4-formyl-1-methyl-5-(trifluoromethyl)-1H-pyrazol-3-yl]benzoic acid (Ex. 3) in 50 ml of methylene chloride was added 10 mL of oxalyl chloride followed by catalytic DMF. The solution was stirred for one hour and concd in vacuo. The resultant residue was diluted in 2-propanol and heated to 50° C. for one hour. The reaction was poured onto water and extracted into diethyl ether. The combined organic extracts were washed with brine and 2.5N sodium hydroxid... Reactants: Brc1ccccn1, C1CCOC1, [Li]CCCC, Cc1ccccc1CN(Cc1ccccc1C)C(C=O)Cc1cc(F)cc(F)c1. Product: Cc1ccccc1CN(Cc1ccccc1C)C(Cc1cc(F)cc(F)c1)C(O)c1ccccn1. RXN SMILES: [Br:1][c:2]1[cH:3][cH:4][cH:5][cH:6][n:7]1.[CH2:42]1[O:43][CH2:44][CH2:45][CH2:46]1.[CH2:8]([Li:9])[CH2:10][CH2:11][CH3:12].[CH3:13][c:14]1[c:15]([CH2:16][N:17]([CH:18]([CH:19]=[O:20])[CH2:21][c:22]2[cH:23][c:24]([F:29])[cH:25][c:26]([F:28])[cH:27]2)[CH2:30][c:31]2[c:32]([CH3:37])[cH:33][cH:34][cH:35][cH:36]2)[cH:38][cH:39][cH:40][cH:41]1>>[c:2]1([CH:19]([CH:18]([N:17]([CH2:16][c:15]2[c:14]([CH3:13])[cH:41][cH:40][cH:39][cH:38]2)[CH2:30][c:31]2[c:32]([CH3:37])[cH:33][cH:34][cH:35][cH:36]2)[CH2:21][c:22]2[cH:23][c:24]([F:29])[cH:25][c:26]([F:28])[cH:27]2)[OH:20])[cH:3][cH:4][cH:5][cH:6][n:7]1.